describe an organic reaction: reactants, conditions, products, and yield From a dataset of the Open Reaction Database (ORD), a public repository of structured organic reaction records. The reactants are B(Br)(Br)Br (boron tribromide), C([O-])([O-])=O.[Na+].[Na+] (sodium carbonate), COC=1C=C(C=CC1OC)C=CC1=NC(=NO1)CCC (5-[2-(3,4-Dimethoxy-phenyl)-vinyl]-3-propyl-[1,2,4]oxadiazole), compound. Run in CO (methanol), C(Cl)(Cl)Cl (chloroform), ClCCl (dichloromethane), ClCCl (dichloromethane). Conditions: temperature -78 celsius, time 2 hour. The product is C(CC)C1=NOC(=N1)C=CC=1C=C(C(=CC1)O)O (4-[2-(3-Propyl-[1,2,4]oxadiazol-5-yl)-vinyl]-benzene-1,2-diol). RXN SMILES: C[O:2][C:3]1[CH:4]=[C:5]([CH:11]=[CH:12][C:13]2[O:17][N:16]=[C:15]([CH2:18][CH2:19][CH3:20])[N:14]=2)[CH:6]=[CH:7][C:8]=1[O:9]C.B(Br)(Br)Br.C(=O)([O-])[O-].[Na+].[Na+]>ClCCl.CO.C(Cl)(Cl)Cl>[CH2:18]([C:15]1[N:14]=[C:13]([CH:12]=[CH:11][C:5]2[CH:4]=[C:3]([OH:2])[C:8]([OH:9])=[CH:7][CH:6]=2)[O:17][N:16]=1)[CH2:19][CH3:20] |f:2.3.4|. Procedure: 5-[2-(3,4-Dimethoxy-phenyl)-vinyl]-3-propyl-[1,2,4]oxadiazole (compound of Example 3, Method A, Step 1; 1.28 g, 4.66 mmol) was dissolved in dichloromethane (15 mL) and cooled to −78° C. A solution of boron tribromide (4.42 mL, 4.66 mmol) in dichloromethane (5 mL), which was cooled to 0° C., was added slowly over a period of 25 min. After 2 h, the reaction mixture was allowed to warm to room temperature (25° C.) and stirred for 2 h. At the end of the reaction, the mixture was quenched by dropwise... Reactants: C(C1=CC=CC=C1)OC=1C=CC(=NC1)OC1=CC=C(C=C1)CCC(C)NC(C)=O (N-{3-[4-(5-Benzyloxypyridin-2-yloxy)phenyl]-1-methylpropyl}acetamide), [H][H] (hydrogen). Reagents/catalysts: [Pd] (palladium/carbon). Run in C(C)O (ethanol). Product: OC=1C=CC(=NC1)OC1=CC=C(C=C1)CCC(C)NC(C)=O (N-{3-[4-(5-Hydroxypyridin-2-yloxy)phenyl]-1-methylpropyl}acetamide). Reaction SMILES: C([O:8][C:9]1[CH:10]=[CH:11][C:12]([O:15][C:16]2[CH:21]=[CH:20][C:19]([CH2:22][CH2:23][CH:24]([NH:26][C:27](=[O:29])[CH3:28])[CH3:25])=[CH:18][CH:17]=2)=[N:13][CH:14]=1)C1C=CC=CC=1.[H][H]>C(O)C.[Pd]>[OH:8][C:9]1[CH:10]=[CH:11][C:12]([O:15][C:16]2[CH:21]=[CH:20][C:19]([CH2:22][CH2:23][CH:24]([NH:26][C:27](=[O:29])[CH3:28])[CH3:25])=[CH:18][CH:17]=2)=[N:13][CH:14]=1. Reported procedure: N-{3-[4-(5-Benzyloxypyridin-2-yloxy)phenyl]-1-methylpropyl}acetamide (344 mg, 881 μmol) were dissolved in 20 ml of ethanol. Addition of 93 mg of palladium/carbon was followed by hydrogenation under a pressure of 5 bar of hydrogen at room temperature for 16 h. The catalyst was filtered off and the filtrate was concentrated. Yield: 220 mg (83%), M+H+: 301.13.